From a dataset of the Open Reaction Database (ORD), a public repository of structured organic reaction records. describe an organic reaction: reactants, conditions, products, and yield The product is ClC=1C=CC(=NC1)NC[C@H]1N(CCC[C@H]1C)C(=O)C1=C(C=CC(=C1)C)N1N=C(C=C1)C (((2S,3R)-2-(((5-Chloropyridin-2-yl)amino)methyl)-3-methylpiperidin-1-yl)(5-methyl-2-(3-methyl-1H-pyrazol-1-yl)phenyl)methanone). Starting materials: NC[C@H]1N(CCC[C@H]1C)C(=O)C1=C(C=CC(=C1)C)N1N=C(C=C1)C (((2S,3R)-2-(aminomethyl)-3-methylpiperidin-1-yl)(5-methyl-2-(3-methyl-1H-pyrazol-1-yl)phenyl)methanone), BrC1=NC=C(C=C1)Cl (2-bromo-5-chloropyridine). Reported procedure: The title compound was prepared following the same general protocol as described for Example A44 using ((2S,3R)-2-(aminomethyl)-3-methylpiperidin-1-yl)(5-methyl-2-(3-methyl-1H-pyrazol-1-yl)phenyl)methanone and 2-bromo-5-chloropyridine. ESI-MS (m/z): 438 [M+1]+. RXN SMILES: [NH2:1][CH2:2][C@@H:3]1[C@H:8]([CH3:9])[CH2:7][CH2:6][CH2:5][N:4]1[C:10]([C:12]1[CH:17]=[C:16]([CH3:18])[CH:15]=[CH:14][C:13]=1[N:19]1[CH:23]=[CH:22][C:21]([CH3:24])=[N:20]1)=[O:11].Br[C:26]1[CH:31]=[CH:30][C:29]([Cl:32])=[CH:28][N:27]=1>>[Cl:32][C:29]1[CH:30]=[CH:31][C:26]([NH:1][CH2:2][C@@H:3]2[C@H:8]([CH3:9])[CH2:7][CH2:6][CH2:5][N:4]2[C:10]([C:12]2[CH:17]=[C:16]([CH3:18])[CH:15]=[CH:14][C:13]=2[N:19]2[CH:23]=[CH:22][C:21]([CH3:24])=[N:20]2)=[O:11])=[N:27][CH:28]=1.